This data is from the Open Reaction Database (ORD), a public repository of structured organic reaction records. The task is: describe an organic reaction: reactants, conditions, products, and yield The reactants are C1(CC1)NC(NC1=CC(=C(OC2=C3C(=NC=C2)C=C(S3)C3=CC=C(C=N3)CN(C(OC(C)(C)C)=O)CCOCCOC)C=C1)F)=O (tert-butyl (6-(7-(4-(3-cyclopropylureido)-2-fluorophenoxy)thieno[3,2-b]pyridin-2-yl)pyridin-3-yl)methyl(2-(2-methoxyethoxy)ethyl)carbamate), FC(C(=O)O)(F)F (trifluoroacetic acid), mono-TFA, [OH-].[Na+] (NaOH). Solvent: ClCCl (dichloromethane). Product: C1(CC1)NC(=O)NC1=CC(=C(C=C1)OC1=C2C(=NC=C1)C=C(S2)C2=NC=C(C=C2)CNCCOCCOC)F (1-Cyclopropyl-3-(3-fluoro-4-(2-(5-((2-(2-methoxyethoxy)ethylamino)methyl)pyridin-2-yl)thieno[3,2-b]pyridin-7-yloxy)phenyl)urea). Yield: 86.7%. RXN SMILES: [CH:1]1([NH:4][C:5](=[O:46])[NH:6][C:7]2[CH:44]=[CH:43][C:10]([O:11][C:12]3[CH:17]=[CH:16][N:15]=[C:14]4[CH:18]=[C:19]([C:21]5[N:26]=[CH:25][C:24]([CH2:27][N:28]([CH2:36][CH2:37][O:38][CH2:39][CH2:40][O:41][CH3:42])C(=O)OC(C)(C)C)=[CH:23][CH:22]=5)[S:20][C:13]=34)=[C:9]([F:45])[CH:8]=2)[CH2:3][CH2:2]1.FC(F)(F)C(O)=O.[OH-].[Na+]>ClCCl>[CH:1]1([NH:4][C:5]([NH:6][C:7]2[CH:44]=[CH:43][C:10]([O:11][C:12]3[CH:17]=[CH:16][N:15]=[C:14]4[CH:18]=[C:19]([C:21]5[CH:22]=[CH:23][C:24]([CH2:27][NH:28][CH2:36][CH2:37][O:38][CH2:39][CH2:40][O:41][CH3:42])=[CH:25][N:26]=5)[S:20][C:13]=34)=[C:9]([F:45])[CH:8]=2)=[O:46])[CH2:2][CH2:3]1 |f:2.3|. Reported procedure: Compound 330 (0.15 g, 0.23 mmol) was dissolved in dichloromethane (20 mL) and trifluoroacetic acid (0.9 mL) and the reaction mixture was stirred for 12 h at r.t. The mixture was concentrated and the residue was purified by Gilson reverse phase HPLC (40-80% MeOH/H2O, Aquasil C18, 30 min) and lyophilized. The purified product (containing some formic acid from the HPLC) was partitioned between warm dichloromethane and 1M NaOH. The organic phase was dried (MgSO4), filtered and concentrated to give t... The reactants are Brc1cc(Br)c2c(c1)CCN2, C1CCOC1, C[Si](C)(C)[N-][Si](C)(C)C, COCCC(COC)n1nnc2c(Cl)nc(C)cc21, [Na+], O. Product: COCCC(COC)n1nnc2c(N3CCc4cc(Br)cc(Br)c43)nc(C)cc21. As a reaction SMILES: [Br:20][c:21]1[cH:22][c:23]2[c:27]([c:28]([Br:30])[cH:29]1)[NH:26][CH2:25][CH2:24]2.[CH2:42]1[O:43][CH2:44][CH2:45][CH2:46]1.[CH3:32][Si:33]([N-:34][Si:35]([CH3:36])([CH3:37])[CH3:38])([CH3:39])[CH3:40].[Cl:1][c:2]1[n:3][c:4]([CH3:19])[cH:5][c:6]2[c:7]1[n:8][n:9][n:10]2[CH:11]([CH2:12][CH2:13][O:14][CH3:15])[CH2:16][O:17][CH3:18].[Na+:31].[OH2:41]>>[c:2]1([N:26]2[CH2:25][CH2:24][c:23]3[cH:22][c:21]([Br:20])[cH:29][c:28]([Br:30])[c:27]32)[n:3][c:4]([CH3:19])[cH:5][c:6]2[c:7]1[n:8][n:9][n:10]2[CH:11]([CH2:12][CH2:13][O:14][CH3:15])[CH2:16][O:17][CH3:18]. Starting materials: CS(=O)(=O)OCCC=1OC2=C(C1)C=C(C=C2)C2=NC=C(C=C2)C(=O)N2CCOCC2 (2-{5-[5-(4-morpholinylcarbonyl)-2-pyridinyl]-1-benzofuran-2-yl}ethyl methanesulfonate), O[C@H]1CNCC1 (3-(R)-hydroxypyrrolidine). Yields the product N1(CCOCC1)C(=O)C=1C=CC(=NC1)C=1C=CC2=C(C=C(O2)CCN2C[C@@H](CC2)O)C1 ((3R)-1-(2-{5-[5-(4-morpholinylcarbonyl)-2-pyridinyl]-1-benzofuran-2-yl}ethyl)-3-pyrrolidinol). Reaction SMILES: CS(O[CH2:6][CH2:7][C:8]1[O:9][C:10]2[CH:16]=[CH:15][C:14]([C:17]3[CH:22]=[CH:21][C:20]([C:23]([N:25]4[CH2:30][CH2:29][O:28][CH2:27][CH2:26]4)=[O:24])=[CH:19][N:18]=3)=[CH:13][C:11]=2[CH:12]=1)(=O)=O.[OH:31][C@@H:32]1[CH2:36][CH2:35][NH:34][CH2:33]1>>[N:25]1([C:23]([C:20]2[CH:21]=[CH:22][C:17]([C:14]3[CH:15]=[CH:16][C:10]4[O:9][C:8]([CH2:7][CH2:6][N:34]5[CH2:35][CH2:36][C@@H:32]([OH:31])[CH2:33]5)=[CH:12][C:11]=4[CH:13]=3)=[N:18][CH:19]=2)=[O:24])[CH2:30][CH2:29][O:28][CH2:27][CH2:26]1. Procedure: The product from Example 44E and 3-(R)-hydroxypyrrolidine were processed as described in Example 1D to provide the titled compound. 1H NMR (300 MHz, CD3OD) δ 8.70 (m, 1H), 8.24 (d, J=1.8 Hz, 1H), 7.95 (m, 3H), 7.58 (d, J=8.7 Hz, 1H), 6.82 (s, 1H), 4.55 (m, 1H), 3.3-3.8 (m, 16H), 2.0-2.4 (m, 2H); MS (DCI) m/z 422 (M+H)+; The reactants are FC1=C(C=CC(=C1)Cl)N1C(C2=C(C1=O)CCCC2)=O (N-(2-fluoro-4-chlorophenyl)-3,4,5,6-tetrahydrophthalimide), C(C)NCC (diethylamine). The solvent is CC(=O)C (acetone). Yields the product C(C)N(C(C1=C(C(=O)NC2=C(C=C(C=C2)Cl)F)CCCC1)=O)CC (N,N-diethyl-N'-(2-fluoro-4-chlorophenyl)-3,4,5,6-tetrahydrophthalamide). The yield is 56.6%. As a reaction SMILES: [F:1][C:2]1[CH:7]=[C:6]([Cl:8])[CH:5]=[CH:4][C:3]=1[N:9]1[C:13](=[O:14])[C:12]2[CH2:15][CH2:16][CH2:17][CH2:18][C:11]=2[C:10]1=[O:19].[CH2:20]([NH:22][CH2:23][CH3:24])[CH3:21]>CC(C)=O>[CH2:20]([N:22]([CH2:23][CH3:24])[C:10](=[O:19])[C:11]1[CH2:18][CH2:17][CH2:16][CH2:15][C:12]=1[C:13]([NH:9][C:3]1[CH:4]=[CH:5][C:6]([Cl:8])=[CH:7][C:2]=1[F:1])=[O:14])[CH3:21]. Procedure details: In 50 ml of acetone is dissolved 2.8 g of N-(2-fluoro-4-chlorophenyl)-3,4,5,6-tetrahydrophthalimide. To the solution is added 0.8 g of diethylamine under stirring at room temperature. After further stirring for 30 minutes, the solution is concentrated to dryness under reduced pressure, followed by adding 50 ml of n-hexane to cool. The resultant crystals are recovered by filtration and recrystallized from n-hexane, to yield 2.0 g of the subject compound. Melting point: 105° C.-106° C. The reactants are OCC=1N=CNC1C (4-hydroxymethyl-5-methylimidazole), COC(C1=CC=C(C=C1)CBr)=O (4-bromomethylbenzoic acid methyl ester), C(C)OC(=O)C=1OC(=CC1)CCl (5-chloromethylfuran-2-carboxylic acid ethyl ester). The product is C(C)OC(=O)C=1OC(=CC1)CN1C=NC=C1CO (5-(5-hydroxymethylimidazol-1-ylmethyl)furan-2-carboxylic acid ethyl ester). As a reaction SMILES: [OH:1][CH2:2][C:3]1[N:4]=[CH:5][NH:6][C:7]=1C.COC(=O)C1C=CC(CBr)=CC=1.[CH2:21]([O:23][C:24]([C:26]1[O:27][C:28]([CH2:31]Cl)=[CH:29][CH:30]=1)=[O:25])[CH3:22]>>[CH2:21]([O:23][C:24]([C:26]1[O:27][C:28]([CH2:31][N:4]2[C:3]([CH2:2][OH:1])=[CH:7][N:6]=[CH:5]2)=[CH:29][CH:30]=1)=[O:25])[CH3:22]. Reported procedure: The following compounds were obtained using the same procedure as in Example A1 but replacing 4-hydroxymethylimidazole hydrochloride with 4-hydroxymethyl-5-methylimidazole and 4-bromomethylbenzoic acid methyl ester by 5-chloromethylfuran-2-carboxylic acid ethyl ester. The reactants are N1C=NC2=C1C=CC(=C2)C(=O)O (1H-benzoimidazole-5-carboxylic acid), COC1=CC=CC=2[C@H]3CCCN[C@H]3CCC21 (cis-7-methoxy-1,2,3,4,4a,5,6,10b-octahydro-benzo[f]quinoline). The product is N1C=NC2=C1C=CC(=C2)C(=O)N2CCC[C@@H]1C3=C(CC[C@H]21)C(=CC=C3)OC ((1H-Benzoimidazol-5-yl)-(cis-7-methoxy-2,3,4a,5,6,10b-hexahydro-1H-benzo[f]quinolin-4-yl)-methanone). Isolated yield 85.0%. RXN SMILES: [NH:1]1[C:5]2[CH:6]=[CH:7][C:8]([C:10]([OH:12])=O)=[CH:9][C:4]=2[N:3]=[CH:2]1.[CH3:13][O:14][C:15]1[C:28]2[CH2:27][CH2:26][C@H:25]3[C@H:20]([CH2:21][CH2:22][CH2:23][NH:24]3)[C:19]=2[CH:18]=[CH:17][CH:16]=1>>[NH:1]1[C:5]2[CH:6]=[CH:7][C:8]([C:10]([N:24]3[C@@H:25]4[C@@H:20]([C:19]5[CH:18]=[CH:17][CH:16]=[C:15]([O:14][CH3:13])[C:28]=5[CH2:27][CH2:26]4)[CH2:21][CH2:22][CH2:23]3)=[O:12])=[CH:9][C:4]=2[N:3]=[CH:2]1. Reported procedure: The title compound is prepared from 1H-benzoimidazole-5-carboxylic acid and cis-7-methoxy-1,2,3,4,4a,5,6,10b-octahydro-benzo[f]quinoline following a procedure analogous to that described in Example 1. Yield: 85% of theory; LC (method 1): tR=2.62 min; Mass spectrum (ESI+): m/z=362 [M+H]+. Reactants: C(C)(C)(C)OC(N[C@@H](CN1C(N(C(=C(C1=O)Br)C)CC1=C(C=CC=C1F)F)=O)C1=CC=CC=C1)=O ({(R)-2-[5-bromo-3-(2,6-difluoro-benzyl)-4-methyl-2,6-dioxo-3,6-dihydro-2H-pyrimidin-1-yl]-1-phenyl-ethyl}-carbamic acid tert-butyl ester), N1C(CNCC1)=O (piperazine-2-one). The solvent is C(C)#N (acetonitrile). Conditions: temperature 140 celsius, time 3 hour. The product is C(C)(C)(C)OC(N[C@@H](CN1C(N(C(=C(C1=O)N1CC(NCC1)=O)C)CC1=C(C=CC=C1F)F)=O)C1=CC=CC=C1)=O ({(R)-2-[3-(2,6-difluoro-benzyl)-4-methyl-2,6-dioxo-5-(3-oxo-piperazin-1-yl)-3,6-dihydro-2H-pyrimidin-1-yl]-1-phenyl-ethyl}-carbamic acid tert-butyl ester). Isolated yield 57.9%. As a reaction SMILES: [C:1]([O:5][C:6](=[O:35])[NH:7][C@H:8]([C:29]1[CH:34]=[CH:33][CH:32]=[CH:31][CH:30]=1)[CH2:9][N:10]1[C:15](=[O:16])[C:14](Br)=[C:13]([CH3:18])[N:12]([CH2:19][C:20]2[C:25]([F:26])=[CH:24][CH:23]=[CH:22][C:21]=2[F:27])[C:11]1=[O:28])([CH3:4])([CH3:3])[CH3:2].[NH:36]1[CH2:41][CH2:40][NH:39][CH2:38][C:37]1=[O:42]>C(#N)C>[C:1]([O:5][C:6](=[O:35])[NH:7][C@H:8]([C:29]1[CH:34]=[CH:33][CH:32]=[CH:31][CH:30]=1)[CH2:9][N:10]1[C:15](=[O:16])[C:14]([N:39]2[CH2:40][CH2:41][NH:36][C:37](=[O:42])[CH2:38]2)=[C:13]([CH3:18])[N:12]([CH2:19][C:20]2[C:25]([F:26])=[CH:24][CH:23]=[CH:22][C:21]=2[F:27])[C:11]1=[O:28])([CH3:4])([CH3:3])[CH3:2]. Procedure: {(R)-2-[5-bromo-3-(2,6-difluoro-benzyl)-4-methyl-2,6-dioxo-3,6-dihydro-2H-pyrimidin-1-yl]-1-phenyl-ethyl}-carbamic acid tert-butyl ester (100 mg, 0.182 mmol) and piperazine-2-one (187 mg, 1.82 mmol) were placed into a microwave flask along the wall of which 1 mL of acetonitrile was then added. The solution was stirred at 140° C. for 3 hrs while being irradiated with microwaves. After concentration in a vacuum, the concentrate was purified by column chromatography eluting with a dichloromethane/m...